Dataset: the Open Reaction Database (ORD), a public repository of structured organic reaction records. Task: describe an organic reaction: reactants, conditions, products, and yield Starting materials: CC(C)(C)OC (TBME), BrC1=CC(=C(C(NOC=CC(=O)OCC)=N)C=C1)F (Ethyl 3-(4-bromo-2-fluorobenzimidamidooxy)acrylate), C1(=CC=CC=C1)OC1=CC=CC=C1 (diphenyl oxide), BrC1=CC(=C(C(NOC=CC(=O)OCC)=N)C=C1)F (Ethyl 3-(4-bromo-2-fluorobenzimidamidooxy)acrylate). Conditions: time 20 minute. Yields the product BrC1=CC(=C(C=C1)C=1NC=C(N1)C(=O)OCC)F (Ethyl 2-(4-bromo-2-fluorophenyl)-1H-imidazole-4-carboxylate). Reaction SMILES: [Br:1][C:2]1[CH:18]=[CH:17][C:5]([C:6](=[NH:16])[NH:7]OC=CC(OCC)=O)=[C:4]([F:19])[CH:3]=1.CC([O:24]C)(C)C.[C:26]1([O:32][C:33]2[CH:38]=CC=CC=2)C=CC=[CH:28][CH:27]=1>>[Br:1][C:2]1[CH:18]=[CH:17][C:5]([C:6]2[NH:7][CH:28]=[C:27]([C:26]([O:32][CH2:33][CH3:38])=[O:24])[N:16]=2)=[C:4]([F:19])[CH:3]=1. Procedure details: A solution of ethyl 3-(4-bromo-2-fluorobenzimidamidooxy)acrylate 25 (300 g, 0.91 mol, 1 eq) in diphenyl oxide (900 mL, 3 vol) was stirred at 190° C. under N2 for 1 h and checked by LC-MS (no 25 remaining) Cooled the mixture to rt and TBME (600 mL, 2 vol of 25) was added, and then PE (1.8 L, 6 vol of 25) was dropwise added to separate out solids. The mixture was stirred at rt for 20 min, and filtered to give 160 g wet cake. The wet cake was washed with PE (1 L) and dried to afford 120 g ethyl 2-(... Starting materials: COC1OC(COCc2ccccc2)C(OC2OC(COCc3ccccc3)C(COC(C)=O)C(OCc3ccccc3)C2OCc2ccccc2)C(OCc2ccccc2)C1OCc1ccccc1, CO, C[O-], Cc1ccccc1, [Na+]. Product: COC1OC(COCc2ccccc2)C(OC2OC(COCc3ccccc3)C(CO)C(OCc3ccccc3)C2OCc2ccccc2)C(OCc2ccccc2)C1OCc1ccccc1. Reaction SMILES: [CH2:1]([c:2]1[cH:3][cH:4][cH:5][cH:6][cH:7]1)[O:8][CH:9]1[CH:10]([O:37][CH:38]2[CH:39]([O:63][CH2:64][c:65]3[cH:66][cH:67][cH:68][cH:69][cH:70]3)[CH:40]([O:55][CH2:56][c:57]3[cH:58][cH:59][cH:60][cH:61][cH:62]3)[CH:41]([O:42][CH3:43])[O:44][CH:45]2[CH2:46][O:47][CH2:48][c:49]2[cH:50][cH:51][cH:52][cH:53][cH:54]2)[O:11][CH:12]([CH2:28][O:29][CH2:30][c:31]2[cH:32][cH:33][cH:34][cH:35][cH:36]2)[CH:13]([CH2:23][O:24][C:25](=[O:26])[CH3:27])[CH:14]1[O:15][CH2:16][c:17]1[cH:18][cH:19][cH:20][cH:21][cH:22]1.[CH3:71][OH:72].[CH3:73][O-:74].[CH3:76][c:77]1[cH:78][cH:79][cH:80][cH:81][cH:82]1.[Na+:75]>>[CH2:1]([c:2]1[cH:3][cH:4][cH:5][cH:6][cH:7]1)[O:8][CH:9]1[CH:10]([O:37][CH:38]2[CH:39]([O:63][CH2:64][c:65]3[cH:66][cH:67][cH:68][cH:69][cH:70]3)[CH:40]([O:55][CH2:56][c:57]3[cH:58][cH:59][cH:60][cH:61][cH:62]3)[CH:41]([O:42][CH3:43])[O:44][CH:45]2[CH2:46][O:47][CH2:48][c:49]2[cH:50][cH:51][cH:52][cH:53][cH:54]2)[O:11][CH:12]([CH2:28][O:29][CH2:30][c:31]2[cH:32][cH:33][cH:34][cH:35][cH:36]2)[CH:13]([CH2:23][OH:24])[CH:14]1[O:15][CH2:16][c:17]1[cH:18][cH:19][cH:20][cH:21][cH:22]1.